Dataset: the Open Reaction Database (ORD), a public repository of structured organic reaction records. Task: describe an organic reaction: reactants, conditions, products, and yield Starting materials: N#Cc1ccccc1NCCC12CCCN1CCC2, N, O, O=S(=O)(O)O. Yields the product NC(=O)c1ccccc1NCCC12CCCN1CCC2. RXN SMILES: [N:1]12[CH2:2][CH2:3][CH2:4][C:5]1([CH2:9][CH2:10][NH:11][c:12]1[c:13]([C:14]#[N:15])[cH:16][cH:17][cH:18][cH:19]1)[CH2:6][CH2:7][CH2:8]2.[NH3:25].[OH2:26].[S:20]([OH:21])(=[O:22])(=[O:23])[OH:24]>>[N:1]12[CH2:2][CH2:3][CH2:4][C:5]1([CH2:9][CH2:10][NH:11][c:12]1[c:13]([C:14]([NH2:15])=[O:21])[cH:16][cH:17][cH:18][cH:19]1)[CH2:6][CH2:7][CH2:8]2. Starting materials: NC1=CC(CCC1)=O.C1(=CC=CC=C1)C1=NC=2CCCC(C2C=C1)=O (2-phenyl-7,8-dihydroquinolin-5(6H)-one 3-Aminocyclohexenone), Cl.CN(CCC(=O)C1=CC=CC=C1)C (3-dimethylaminopropiophenone hydrochloride), C([O-])([O-])=O.[Na+].[Na+] (sodium carbonate). Run in C(C)(=O)O (acetic acid). Yields the product C1(=CC=CC=C1)C1=NC=2CCCC(C2C=C1)=O (2-phenyl-7,8-dihydroquinolin-5(6H)-one). The yield is 26.4%. As a reaction SMILES: NC1CCCC(=O)C=1.[C:9]1([C:15]2[CH:24]=[CH:23][C:22]3[C:21](=[O:25])[CH2:20][CH2:19][CH2:18][C:17]=3[N:16]=2)[CH:14]=[CH:13][CH:12]=[CH:11][CH:10]=1.Cl.CN(C)CCC(C1C=CC=CC=1)=O.C(=O)([O-])[O-].[Na+].[Na+]>C(O)(=O)C>[C:9]1([C:15]2[CH:24]=[CH:23][C:22]3[C:21](=[O:25])[CH2:20][CH2:19][CH2:18][C:17]=3[N:16]=2)[CH:10]=[CH:11][CH:12]=[CH:13][CH:14]=1 |f:0.1,2.3,4.5.6|. Procedure details: Preparation of 2-phenyl-7,8-dihydroquinolin-5(6H)-one 3-Aminocyclohexenone (5.55 g, 50 mmol) and 3-dimethylaminopropiophenone hydrochloride (10.65 g, 50 mmol) were suspended in glacial acetic acid (15 mL) and heated at reflux for 1 h. The mixture was cooled to room temperature and cautiously poured into 20% aqueous sodium carbonate. After gas evolution ceased the residue was extracted with chloroform, dried over anhydrous sodium carbonate, filtered and evaporated. Purification by chromatography ... Starting materials: OC=1C=C(C=CC1O)CCC(CCCCCC)=O (1-(3,4-dihydroxyphenyl)-3-nonanone), [H-].[Na+] (sodium hydride), [H-].[Na+] (sodium hydride), C(C1=CC=CC=C1)Br (benzyl bromide), C(C1=CC=CC=C1)Br (benzyl bromide), O (water). Solvent: CN(C=O)C (dimethylformamide). Run at time 15 minute. Product: C(C1=CC=CC=C1)OC=1C=C(C=CC1OCC1=CC=CC=C1)CCC(CCCCCC)=O (1-(3,4-dibenzyloxyphenyl)-3-nonanone). The yield is 174.4%. RXN SMILES: [OH:1][C:2]1[CH:3]=[C:4]([CH2:9][CH2:10][C:11](=[O:18])[CH2:12][CH2:13][CH2:14][CH2:15][CH2:16][CH3:17])[CH:5]=[CH:6][C:7]=1[OH:8].[H-].[Na+].[CH2:21](Br)[C:22]1[CH:27]=[CH:26][CH:25]=[CH:24][CH:23]=1.O>CN(C)C=O>[CH2:21]([O:1][C:2]1[CH:3]=[C:4]([CH2:9][CH2:10][C:11](=[O:18])[CH2:12][CH2:13][CH2:14][CH2:15][CH2:16][CH3:17])[CH:5]=[CH:6][C:7]=1[O:8][CH2:9][C:4]1[CH:5]=[CH:6][CH:7]=[CH:2][CH:3]=1)[C:22]1[CH:27]=[CH:26][CH:25]=[CH:24][CH:23]=1 |f:1.2|. Procedure: To a solution of 1.2 g of 1-(3,4-dihydroxyphenyl)-3-nonanone in 10 ml of dimethylformamide was added 200 mg of oily sodium hydride (60%) and after stirring the mixture for 15 minutes at room temperature, 0.9 g of benzyl bromide was added to the mixture followed by stirring for 15 minutes at room temperature. After further adding thereto 200 mg of oily sodium hydride (60%) and stirring the mixture for 15 minutes at room temperature, 0.9 g of benzyl bromide was added to the mixture followed by sti... The reactants are O=C(O)CN1C(=O)CC1SCc1ccccc1, CCOC(C)=O, C(=NC1CCCCC1)=NC1CCCCC1, CN(C)C=O, Oc1cccc2[nH]nnc12, NCCCCCCc1ccccc1. Yields the product O=C(CN1C(=O)CC1SCc1ccccc1)NCCCCCCc1ccccc1. RXN SMILES: [CH2:39]([c:40]1[cH:41][cH:42][cH:43][cH:44][cH:45]1)[S:46][CH:47]1[CH2:48][C:49](=[O:55])[N:50]1[CH2:51][C:52](=[O:53])[OH:54].[CH3:61][CH2:62][O:63][C:64](=[O:65])[CH3:66].[CH:14]1([N:15]=[C:16]=[N:17][CH:18]2[CH2:19][CH2:20][CH2:21][CH2:22][CH2:23]2)[CH2:24][CH2:25][CH2:26][CH2:27][CH2:28]1.[O:56]=[CH:57][N:58]([CH3:59])[CH3:60].[OH:29][c:30]1[c:31]2[n:32][n:33][nH:34][c:35]2[cH:36][cH:37][cH:38]1.[c:1]1([CH2:7][CH2:8][CH2:9][CH2:10][CH2:11][CH2:12][NH2:13])[cH:2][cH:3][cH:4][cH:5][cH:6]1>>[c:1]1([CH2:7][CH2:8][CH2:9][CH2:10][CH2:11][CH2:12][NH:13][C:52]([CH2:51][N:50]2[CH:47]([S:46][CH2:39][c:40]3[cH:41][cH:42][cH:43][cH:44][cH:45]3)[CH2:48][C:49]2=[O:55])=[O:53])[cH:2][cH:3][cH:4][cH:5][cH:6]1. The reactants are BrC(C(=O)C=1C=CC2=C(NC(C(O2)C)=O)C1)C (6-(2-bromopropionyl)-2-methyl-3-oxo-3,4-dihydro-2H-1,4-benzoxazine), NC1=NC=CC=C1 (2-aminopyridine). Yields the product CC1=C(N=C2N1C=CC=C2)C=2C=CC1=C(NC(C(O1)C)=O)C2 (6-(3-Methylimidazo[1,2-a]pyridin-2-yl)-2-methyl-3-oxo-3,4-dihydro-2H-1,4-benzoxazine). Yield: 48.5%. As a reaction SMILES: Br[CH:2]([CH3:17])[C:3]([C:5]1[CH:6]=[CH:7][C:8]2[O:13][CH:12]([CH3:14])[C:11](=[O:15])[NH:10][C:9]=2[CH:16]=1)=O.[NH2:18][C:19]1[CH:24]=[CH:23][CH:22]=[CH:21][N:20]=1>>[CH3:17][C:2]1[N:20]2[CH:21]=[CH:22][CH:23]=[CH:24][C:19]2=[N:18][C:3]=1[C:5]1[CH:6]=[CH:7][C:8]2[O:13][CH:12]([CH3:14])[C:11](=[O:15])[NH:10][C:9]=2[CH:16]=1. Reported procedure: 6-(3-Methylimidazo[1,2-a]pyridin-2-yl)-2-methyl-3-oxo-3,4-dihydro-2H-1,4-benzoxazine (1.05 g) was prepared in substantially the same manner as that of Example 16 from 6-(2-bromopropionyl)-2-methyl-3-oxo-3,4-dihydro-2H-1,4-benzoxazine (2.2 g) and 2-aminopyridine (2.1 g). Starting materials: resultant mixture, O.ON1N=NC2=C1C=CC=C2 (1-hydroxybenzotriazole hydrate), C(C)(C)N(C(C)C)CC (N,N-diisopropylethylamine), Cl.CN(CCCN=C=NCC)C (1-(3-dimethylaminopropyl)-3-ethylcarbodiimide hydrochloride), C(O)([O-])=O.[Na+] (sodium hydrogen carbonate), Cl.CNOC (N,O-dimethylhydroxylamine hydrochloride), CN(CCN1N=C2C(N=C(NC2=O)C=2C(=NC=C(C(=O)O)C2)OCC)=C1CC)C (5-{2-[2-(Dimethylamino)ethyl]-3-ethyl-7-oxo-6,7-dihydro-2H-pyrazolo-[4,3-d]pyrimidin-5-yl}-6-ethoxynicotinic Acid). Solvent: ClCCl (dichloromethane), ClCCl (dichloromethane). The product is CN(CCN1N=C2C(N=C(NC2=O)C=2C(=NC=C(C(=O)N(C)OC)C2)OCC)=C1CC)C (5-{2-[2-(Dimethylamino)ethyl]-3-ethyl-7-oxo-6,7-dihydro-2H-pyrazolo[4,3-d]pyrimidin-5-yl}-6-ethoxy-N-methoxy-N-methylnicotinamide). Isolated yield 72.2%. As a reaction SMILES: [CH3:1][N:2]([CH3:29])[CH2:3][CH2:4][N:5]1[C:26]([CH2:27][CH3:28])=[C:8]2[N:9]=[C:10]([C:14]3[C:15]([O:23][CH2:24][CH3:25])=[N:16][CH:17]=[C:18]([CH:22]=3)[C:19](O)=[O:20])[NH:11][C:12](=[O:13])[C:7]2=[N:6]1.O.ON1C2C=CC=CC=2N=N1.C(N(CC)C(C)C)(C)C.Cl.CN(C)CCCN=C=NCC.Cl.[CH3:63][NH:64][O:65][CH3:66].C(=O)([O-])O.[Na+]>ClCCl>[CH3:29][N:2]([CH3:1])[CH2:3][CH2:4][N:5]1[C:26]([CH2:27][CH3:28])=[C:8]2[N:9]=[C:10]([C:14]3[C:15]([O:23][CH2:24][CH3:25])=[N:16][CH:17]=[C:18]([CH:22]=3)[C:19]([N:64]([O:65][CH3:66])[CH3:63])=[O:20])[NH:11][C:12](=[O:13])[C:7]2=[N:6]1 |f:1.2,4.5,6.7,8.9|. Procedure details: The title compound of Example 86 (710 mg, 1.8 mmol) was dissolved in dichloromethane (150 mL), 1-hydroxybenzotriazole hydrate (263 mg, 1.95 mmol), N,N-diisopropylethylamine (1.26 mL, 7 mmol) and 1-(3-dimethylaminopropyl)-3-ethylcarbodiimide hydrochloride (374 mg, 1.95 mmol) were added followed by N,O-dimethylhydroxylamine hydrochloride (173 mg, 1.8 mmol), and the resultant mixture stirred at room temperature for 14 h. Saturated aq. sodium hydrogen carbonate (80 mL) and dichloromethane (50 mL) we... Reactants: BrC=1C=C2C=3CCCC(C3NC2=CC1)N (6-bromo-2,3,4,9-tetrahydro-1H-carbazol-1-amine), C1(=CC=CC=C1)CC(=O)Cl (phenyl acetyl chloride). Product: BrC=1C=C2C=3CCCC(C3NC2=CC1)NC(CC1=CC=CC=C1)=O (N-(6-Bromo-2,3,4,9-tetrahydro-1H-carbazol-1-yl)-2-phenylacetamide), solid. The yield is 86.0%. As a reaction SMILES: [Br:1][C:2]1[CH:3]=[C:4]2[C:12](=[CH:13][CH:14]=1)[NH:11][C:10]1[CH:9]([NH2:15])[CH2:8][CH2:7][CH2:6][C:5]2=1.[C:16]1([CH2:22][C:23](Cl)=[O:24])[CH:21]=[CH:20][CH:19]=[CH:18][CH:17]=1>>[Br:1][C:2]1[CH:3]=[C:4]2[C:12](=[CH:13][CH:14]=1)[NH:11][C:10]1[CH:9]([NH:15][C:23](=[O:24])[CH2:22][C:16]3[CH:21]=[CH:20][CH:19]=[CH:18][CH:17]=3)[CH2:8][CH2:7][CH2:6][C:5]2=1. Procedure: N-(6-Bromo-2,3,4,9-tetrahydro-1H-carbazol-1-yl)-2-phenylacetamide was prepared from 6-bromo-2,3,4,9-tetrahydro-1H-carbazol-1-amine and phenyl acetyl chloride in a similar manner as described above to give a white solid (86% yield). 1H-NMR (CDCl3): δ 8.88 (s, 1H), 7.57 (m, 1H), 7.37-7.27 (m, 3H), 7.27-7.20 (m, 3H), 7.15 (d, 1H), 5.74 (d, 1H), 5.08 (m, 1H), 3.61 (s, 2H), 2.62 (m, 2H), 2.13 (m, 1H), 1.81 (m, 2H), 1.67 (m, 1H); MS m/z 383 (M−1). Run in C(C)O (ethanol). Procedure details: Glycyl-Nα-(phenethyl)ornithine 3-phenylpropylamide trifluoroacetate was treated with ethyl acetimidate in ethanol at pH9 and the product was purified by HPLC: 1H NMR (400 MHz, D2O) δ1.6-2.0 (m, 6H), 2.3 (s, 3H), 2.7 (t, J=6.4 Hz, 2H), 2.9-3.1 (m, 4H), 3.2-3.4 (m, 2H), 3.5-3.7 (m, 2H), 4.1-4.3 (m, 2H), 4.7-4.8 (m, 1H), and 7.2-7.5 (m, 10H); mass spectrum, m/e 453 (M+), 354, 300, 247, and 219. RXN SMILES: [F:1][C:2]([F:7])([F:6])[C:3]([OH:5])=[O:4].[C:8]1([CH2:14][CH2:15][CH2:16][NH:17][C:18](=[O:37])[C@H:19]([CH2:33][CH2:34][CH2:35][NH2:36])[N:20]([C:29](=[O:32])[CH2:30][NH2:31])[CH2:21][CH2:22][C:23]2[CH:28]=[CH:27][CH:26]=[CH:25][CH:24]=2)[CH:13]=[CH:12][CH:11]=[CH:10][CH:9]=1.[C:38](=[NH:43])(OCC)[CH3:39]>C(O)C>[F:1][C:2]([F:7])([F:6])[C:3]([OH:5])=[O:4].[C:8]1([CH2:14][CH2:15][CH2:16][NH:17][C:18](=[O:37])[C@H:19]([CH2:33][CH2:34][CH2:35][NH2:36])[N:20]([C:29](=[O:32])[CH2:30][NH:31][C:38](=[NH:43])[CH3:39])[CH2:21][CH2:22][C:23]2[CH:24]=[CH:25][CH:26]=[CH:27][CH:28]=2)[CH:9]=[CH:10][CH:11]=[CH:12][CH:13]=1 |f:0.1,4.5|. The reactants are FC(C(=O)O)(F)F.C1(=CC=CC=C1)CCCNC([C@@H](N(CCC1=CC=CC=C1)C(CN)=O)CCCN)=O (Glycyl-Nα-(phenethyl)ornithine 3-phenylpropylamide trifluoroacetate), C(C)(OCC)=N (ethyl acetimidate). The product is FC(C(=O)O)(F)F.C1(=CC=CC=C1)CCCNC([C@@H](N(CCC1=CC=CC=C1)C(CNC(C)=N)=O)CCCN)=O (Acetimidoylglycyl-Nα-(Phenethyl)ornithine 3-Phenylpropylamide Trifluoroacetate). The reactants are C(C)OCC(=O)C1=CC=CC=C1 (2-ethoxyacetophenone), O1CCOCC1 (dioxane), [Se](=O)=O (selenium dioxide). Solvent: C(C)(=O)OCC (ethyl acetate), O (water). Product: C(C)OC1=C(C=CC=C1)C(=O)C=O (2-ethoxyphenylglyoxal). Reaction SMILES: C([O:3][CH2:4][C:5]([C:7]1[CH:12]=[CH:11][CH:10]=[CH:9][CH:8]=1)=[O:6])C.[Se](=O)=O.[O:16]1CCO[CH2:18][CH2:17]1>O.C(OCC)(=O)C>[CH2:17]([O:16][C:12]1[CH:11]=[CH:10][CH:9]=[CH:8][C:7]=1[C:5]([CH:4]=[O:3])=[O:6])[CH3:18]. Reported procedure: 2 g of 2-ethoxyacetophenone are dissolved in 20 ml of dioxane, and a solution of 2 g of selenium dioxide in one ml of water is added thereto. The solution is refluxed for 10 hours. After the reaction, insoluble materials are removed by filtration, and the filtrate is concentrated. The residue thus obtained is dissolved in ethyl acetate. The ethyl acetate solution is washed with water and then with an aqueous sodium bicarbonate solution and water. Then, said solution is dried and evaporated to re... The product is CC1(N=C(OC1)C1=C(C=CC=C1)C1(CCN(CCC1)C)O)C (4-[2-(4,4-dimethyl-2-oxazolin-2-yl)phenyl]-2,3,4,5,6,7-hexahydro-4-hydroxy-1-methylazepine). Procedure details: Reaction of 2,3,4,5,6,7-hexahydro-1-methylazepin-4-one and 2-(2-bromophenyl)-4,4-dimethyl-2-oxazoline by the method described in Example 1c provides 4-[2-(4,4-dimethyl-2-oxazolin-2-yl)phenyl]-2,3,4,5,6,7-hexahydro-4-hydroxy-1-methylazepine. Reaction SMILES: [CH3:1][N:2]1[CH2:8][CH2:7][CH2:6][C:5](=[O:9])[CH2:4][CH2:3]1.Br[C:11]1[CH:16]=[CH:15][CH:14]=[CH:13][C:12]=1[C:17]1[O:18][CH2:19][C:20]([CH3:23])([CH3:22])[N:21]=1>>[CH3:22][C:20]1([CH3:23])[CH2:19][O:18][C:17]([C:12]2[CH:11]=[CH:16][CH:15]=[CH:14][C:13]=2[C:5]2([OH:9])[CH2:6][CH2:7][CH2:8][N:2]([CH3:1])[CH2:3][CH2:4]2)=[N:21]1. Starting materials: CN1CCC(CCC1)=O (2,3,4,5,6,7-hexahydro-1-methylazepin-4-one), BrC1=C(C=CC=C1)C=1OCC(N1)(C)C (2-(2-bromophenyl)-4,4-dimethyl-2-oxazoline).